This data is from the Open Reaction Database (ORD), a public repository of structured organic reaction records. The task is: describe an organic reaction: reactants, conditions, products, and yield Solvent: C(C)(C)O (isopropanol). Starting materials: ClCl (chlorine), ClC=1C=C(C(=O)NC(C)C2=NC3=C(N2)C=CC(=C3)Cl)C=CC1C(=O)N1C(CCC1)C(=O)OC (rac.-3-chloro-N-[1-(5-chloro-1H-benzimidazol-2-yl)ethyl]-4-(2-methoxycarbonylpyrrolidin-1-ylcarbonyl)benzamide), [OH-].[Na+] (sodium hydroxide), C22H20Cl2N4O4. Reported procedure: Prepared analogously to Example 19b from rac.-3-chloro-N-[1-(5-chloro-1H-benzimidazol-2-yl)ethyl]-4-(2-methoxycarbonylpyrrolidin-1-ylcarbonyl)benzamide, and sodium hydroxide solution in isopropanol. Yield: 85%; C22H20Cl2N4O4 (475.33); mass spectrum: (M+H)+=475/477/479 (chlorine isotope). Yield: 85.0%. Reaction SMILES: [Cl:1][C:2]1[CH:3]=[C:4]([CH:20]=[CH:21][C:22]=1[C:23]([N:25]1[CH2:29][CH2:28][CH2:27][CH:26]1[C:30]([O:32]C)=[O:31])=[O:24])[C:5]([NH:7][CH:8]([C:10]1[NH:14][C:13]2[CH:15]=[CH:16][C:17]([Cl:19])=[CH:18][C:12]=2[N:11]=1)[CH3:9])=[O:6].[OH-].[Na+].ClCl>C(O)(C)C>[Cl:1][C:2]1[CH:3]=[C:4]([CH:20]=[CH:21][C:22]=1[C:23]([N:25]1[CH2:29][CH2:28][CH2:27][CH:26]1[C:30]([OH:32])=[O:31])=[O:24])[C:5]([NH:7][CH:8]([C:10]1[NH:14][C:13]2[CH:15]=[CH:16][C:17]([Cl:19])=[CH:18][C:12]=2[N:11]=1)[CH3:9])=[O:6] |f:1.2|. The product is ClC=1C=C(C(=O)NC(C)C2=NC3=C(N2)C=CC(=C3)Cl)C=CC1C(=O)N1C(CCC1)C(=O)O (rac.-3-chloro-N-[1-(5-chloro-1H-benzimidazol-2-yl)ethyl]-4-(2-hydroxycarbonylpyrrolidin-1-ylcarbonyl)benzamide). The reactants are FC(C(CC(=O)OCC)=O)(F)F (ethyl 4,4,4-trifluoroacetoacetate), [H-].[Na+] (sodium hydride), FC1=C(C(=O)Cl)C=C(C=C1)C(F)(F)F (2-fluoro-5-(trifluoromethyl)benzoyl chloride). The solvent is C(C)OCC (diethyl ether), C1(=CC=CC=C1)C (toluene). Reaction conditions: time 24 hour. Product: FC(C=1OC2=C(C(C1C(=O)OCC)=O)C=C(C=C2)C(F)(F)F)(F)F (Ethyl 2,6-bis(trifluoromethyl)-4-oxo-4H-1-benzopyran-3-carboxylate). Reaction SMILES: [F:1][C:2]([F:12])([F:11])[C:3](=[O:10])[CH2:4][C:5]([O:7][CH2:8][CH3:9])=[O:6].[H-].[Na+].F[C:16]1[CH:24]=[CH:23][C:22]([C:25]([F:28])([F:27])[F:26])=[CH:21][C:17]=1[C:18](Cl)=[O:19]>C1(C)C=CC=CC=1.C(OCC)C>[F:1][C:2]([F:11])([F:12])[C:3]1[O:10][C:16]2[CH:24]=[CH:23][C:22]([C:25]([F:26])([F:28])[F:27])=[CH:21][C:17]=2[C:18](=[O:19])[C:4]=1[C:5]([O:7][CH2:8][CH3:9])=[O:6] |f:1.2|. Reported procedure: To a stirred solution of ethyl 4,4,4-trifluoroacetoacetate (3.22 mL, 4.06 g, 22.07 mmol) in toluene (100 mL) was added portion-wise sodium hydride (0.971 g, of 60% oil dispersion reagent, 22.07 mmol) causing gas evolution. After gas evolution has subsided, 2-fluoro-5-(trifluoromethyl)benzoyl chloride (5.00 g, 22.07 mmol) was added. The reaction was stirred at room temperature for 24 hours, then heated to 105° C. for 24 hours. After cooling to room temperature, the reaction was diluted with dieth...